describe an organic reaction: reactants, conditions, products, and yield From a dataset of the Open Reaction Database (ORD), a public repository of structured organic reaction records. Starting materials: CCC(=O)Cl, O=C(OCc1ccccc1)N1CCCCC(CNc2ccccc2)C1, ClCCl. Product: CCC(=O)N(CC1CCCCN(C(=O)OCc2ccccc2)C1)c1ccccc1. As a reaction SMILES: [C:26]([CH2:27][CH3:28])(=[O:29])[Cl:30].[CH2:1]([c:2]1[cH:3][cH:4][cH:5][cH:6][cH:7]1)[O:8][C:9](=[O:10])[N:11]1[CH2:12][CH:13]([CH2:18][NH:19][c:20]2[cH:21][cH:22][cH:23][cH:24][cH:25]2)[CH2:14][CH2:15][CH2:16][CH2:17]1.[Cl:31][CH2:32][Cl:33]>>[CH2:1]([c:2]1[cH:3][cH:4][cH:5][cH:6][cH:7]1)[O:8][C:9](=[O:10])[N:11]1[CH2:12][CH:13]([CH2:18][N:19]([c:20]2[cH:21][cH:22][cH:23][cH:24][cH:25]2)[C:26]([CH2:27][CH3:28])=[O:29])[CH2:14][CH2:15][CH2:16][CH2:17]1.